Dataset: the Open Reaction Database (ORD), a public repository of structured organic reaction records. Task: describe an organic reaction: reactants, conditions, products, and yield As a reaction SMILES: C(O[C:4](=[N:14][CH3:15])[CH2:5][C:6]1[C:11]([F:12])=[CH:10][CH:9]=[CH:8][C:7]=1[F:13])C.[C:16]([NH2:22])(=[O:21])[C:17]([NH:19][NH2:20])=O.N>CN1CCOCC1.ClCCl>[F:12][C:11]1[CH:10]=[CH:9][CH:8]=[C:7]([F:13])[C:6]=1[CH2:5][C:4]1[N:14]([CH3:15])[C:17]([C:16]([NH2:22])=[O:21])=[N:19][N:20]=1. Solvent: ClCCl (dichloromethane), CN1CCOCC1 (N-methylmorpholine). The product is FC1=C(CC=2N(C(=NN2)C(=O)N)C)C(=CC=C1)F (5-(2,6-difluorobenzyl)-4-methyl-4H-1,2,4-triazole-3-carboxamide). Procedure details: 320 mg (1.5 mmol) of 1-ethoxy-2-(2,6-difluorophenyl)-1-(N-methylimino)-ethane and 155 mg (1.5 mmol) of oxalic acid monoamide monohydrazide are dissolved under a nitrogen atmosphere in 5 ml of N-methylmorpholine and the whole is heated under reflux for 41 hours. After cooling, the reaction mixture is diluted with 20 ml of dichloromethane and extracted by shaking in succession twice with water, twice with 2N hydrochloric acid and again with water The last three acidic aqueous phases obtained are c... Reactants: C(C)OC(CC1=C(C=CC=C1F)F)=NC (1-ethoxy-2-(2,6-difluorophenyl)-1-(N-methylimino)-ethane), C(C(=O)NN)(=O)N (oxalic acid monoamide monohydrazide), N (ammonia). Reactants: Cl.Cl.NC(CO)C(C)C=1N=CNC1 (2-amino-3-(1H-imidazol-4-yl)butanol dihydrochloride), C(Cl)(Cl)Cl (chloroform). Run in C1CCCS1(=O)=O (tetramethylenesulfone), S(=O)(Cl)Cl (thionyl chloride). Reaction conditions: time 12 hour. Yields the product Cl.Cl.NC(CCl)C(C)C=1N=CNC1 (2-amino-1-chloro-3-(1H-imidazol-4-yl)butane dihydrochloride). Reaction SMILES: [ClH:1].Cl.[NH2:3][CH:4]([CH:7]([C:9]1[N:10]=[CH:11][NH:12][CH:13]=1)[CH3:8])CO.[CH:14]([Cl:17])(Cl)[Cl:15]>C1S(=O)(=O)CCC1.S(Cl)(Cl)=O>[ClH:15].[ClH:1].[NH2:3][CH:4]([CH:7]([C:9]1[N:10]=[CH:11][NH:12][CH:13]=1)[CH3:8])[CH2:14][Cl:17] |f:0.1.2,6.7.8|. Procedure: 3 g (13.2 mmol) 2-amino-3-(1H-imidazol-4-yl)butanol dihydrochloride are solved in a mixture of 25 ml tetramethylenesulfone and 10 ml thionyl chloride and stirred 12 hours at room temperature. Dropwise addition of 200 ml chloroform affords 2-amino-1-chloro-3-(1H-imidazol-4-yl)butane dihydrochloride. Yield: 2.87 g (88.2%) of a hygroscopic precipitate. Reactants: [K+].[K+].C=1(C(=CC=CC1)S(=O)(=O)[O-])S(=O)(=O)[O-] (1,2-benzenedisulfonic acid dipotassium salt). Solvent: S(O)(O)(=O)=O (sulfuric acid). Run at temperature 72.5 celsius. Yields the product C=12C(=CC=CC1)S(=O)(=O)OS2(=O)=O (1,2-Benzenedisulfonic anhydride). The yield is 49.7%. RXN SMILES: [K+].[K+].[C:3]1([S:13]([O-:16])(=[O:15])=[O:14])[C:4]([S:9]([O-:12])(=[O:11])=O)=[CH:5][CH:6]=[CH:7][CH:8]=1>S(=O)(=O)(O)O>[C:4]12[S:9](=[O:11])(=[O:12])[O:16][S:13](=[O:14])(=[O:15])[C:3]1=[CH:8][CH:7]=[CH:6][CH:5]=2 |f:0.1.2|. Procedure details: A mixture of 1,2-benzenedisulfonic acid dipotassium salt (20 g, 0.064 mol) in fuming sulfuric acid (100 mL) was heated at 70-75° C. overnight. The reaction mixture was slowly poured onto ice and the precipitate was quickly collected by filtration. The solid was treated with benzene (500 mL) and dried over anhydrous sodium sulfate. The solvent was filtered and evaporated to give the title compound as a crystalline solid (7.0 g, 50% yield), mp 182-3° C. 1H-NMR (300 MHz, CDCl3) δ8.02-8.09 (m, 4H). The reactants are O (H2O), NaCO3, [N+]1(=CC=C(C=C1)C)[O-] (4-picoline-N-oxide), [Si](C)(C)(C)C#N (TMSCN), CN(C(=O)Cl)C (dimethyl carbamyl chloride). Solvent: C(Cl)Cl (CH2Cl2). Run at time 5 minute. Yields the product C(#N)C1=[N+](C=CC(=C1)C)[O-] (2-Cyano-4-methylpyridine-N-oxide). Reaction SMILES: [N+:1]1([O-:8])[CH:6]=[CH:5][C:4]([CH3:7])=[CH:3][CH:2]=1.[Si]([C:13]#[N:14])(C)(C)C.CN(C)C(Cl)=O.O>C(Cl)Cl>[C:13]([C:2]1[CH:3]=[C:4]([CH3:7])[CH:5]=[CH:6][N+:1]=1[O-:8])#[N:14]. Procedure details: To a solution of 4-picoline-N-oxide (20 g) in CH2Cl2 (360 mL) was added TMSCN (26.5 mL), stirred 5 minutes, added dimethyl carbamyl chloride (16.6 mL) was added slowly dropwise. The mixture was stirred at RT overnight, poured onto 400 mL H2O, and 40 g NaCO3. Separation of layers and evaporation of CH2Cl2 gave 17.25 g of 2-Cyano-4-methylpyridine-N-oxide, recrystallized from hexane, m.p. 95°-98° C. Starting materials: ClC1=CC(=C(NC2=NC=NC3=CC(=C(C=C23)OC)O)C=C1)F (4-(4-chloro-2-fluoroanilino)-7-hydroxy-6-methoxyquinazoline), Cl.ClCC1=NC=CC=C1 (2-(chloromethyl)pyridine hydrochloride). Yields the product ClC1=CC(=C(NC2=NC=NC3=CC(=C(C=C23)OC)OCC2=NC=CC=C2)C=C1)F (4-(4-chloro-2-fluoroanilino)-6-methoxy-7-((2-pyridyl)methoxy)quinazoline). The yield is 35.5%. As a reaction SMILES: [Cl:1][C:2]1[CH:21]=[CH:20][C:5]([NH:6][C:7]2[C:16]3[C:11](=[CH:12][C:13]([OH:19])=[C:14]([O:17][CH3:18])[CH:15]=3)[N:10]=[CH:9][N:8]=2)=[C:4]([F:22])[CH:3]=1.Cl.Cl[CH2:25][C:26]1[CH:31]=[CH:30][CH:29]=[CH:28][N:27]=1>>[Cl:1][C:2]1[CH:21]=[CH:20][C:5]([NH:6][C:7]2[C:16]3[C:11](=[CH:12][C:13]([O:19][CH2:25][C:26]4[CH:31]=[CH:30][CH:29]=[CH:28][N:27]=4)=[C:14]([O:17][CH3:18])[CH:15]=3)[N:10]=[CH:9][N:8]=2)=[C:4]([F:22])[CH:3]=1 |f:1.2|. Reported procedure: Using an analogous procedure to that described in Example 38, 4-(4-chloro-2-fluoroanilino)-7-hydroxy-6-methoxyquinazoline (319.5 mg, 1 mmol), (prepared as described for the starting material in Example 24), was reacted with 2-(chloromethyl)pyridine hydrochloride (310 mg, 1.9 mmol) to give 4-(4-chloro-2-fluoroanilino)-6-methoxy-7-((2-pyridyl)methoxy)quinazoline (146 mg, 33%).